From a dataset of the Open Reaction Database (ORD), a public repository of structured organic reaction records. describe an organic reaction: reactants, conditions, products, and yield Reactants: Cc1nc(C(=O)O)c(-c2ccccc2)o1, CC(F)(F)CCCCn1ccc(N)n1. Yields the product Cc1nc(C(=O)Nc2ccn(CCCCC(C)(F)F)n2)c(-c2ccccc2)o1. RXN SMILES: [CH3:15][c:16]1[o:17][c:18](-[c:24]2[cH:25][cH:26][cH:27][cH:28][cH:29]2)[c:19]([C:21](=[O:22])[OH:23])[n:20]1.[F:1][C:2]([CH2:3][CH2:4][CH2:5][CH2:6][n:7]1[n:8][c:9]([NH2:12])[cH:10][cH:11]1)([CH3:13])[F:14]>>[F:1][C:2]([CH2:3][CH2:4][CH2:5][CH2:6][n:7]1[n:8][c:9]([NH:12][C:21]([c:19]2[c:18](-[c:24]3[cH:25][cH:26][cH:27][cH:28][cH:29]3)[o:17][c:16]([CH3:15])[n:20]2)=[O:22])[cH:10][cH:11]1)([CH3:13])[F:14]. RXN SMILES: [C:1]([O:2][C:3](=[O:4])[N:8]1[CH2:9][CH2:10][CH:11]([CH2:14][N:15]2[c:16]3[c:17]([cH:44][c:45]([CH3:52])[c:46]([C:48]([F:49])([F:50])[F:51])[cH:47]3)[CH:18]([N:22]([c:23]3[n:24][n:25][n:26]([CH3:28])[n:27]3)[CH2:29][c:30]3[cH:31][c:32]([C:40]([F:41])([F:42])[F:43])[cH:33][c:34]([C:36]([F:37])([F:38])[F:39])[cH:35]3)[CH2:19][CH2:20][CH2:21]2)[CH2:12][CH2:13]1)([CH3:5])([CH3:6])[CH3:7].[Cl:60][CH2:61][Cl:62].[OH2:63].[OH:53][C:54]([C:55]([F:56])([F:57])[F:58])=[O:59]>>[NH:8]1[CH2:9][CH2:10][CH:11]([CH2:14][N:15]2[c:16]3[c:17]([cH:44][c:45]([CH3:52])[c:46]([C:48]([F:49])([F:50])[F:51])[cH:47]3)[CH:18]([N:22]([c:23]3[n:24][n:25][n:26]([CH3:28])[n:27]3)[CH2:29][c:30]3[cH:31][c:32]([C:40]([F:41])([F:42])[F:43])[cH:33][c:34]([C:36]([F:37])([F:38])[F:39])[cH:35]3)[CH2:19][CH2:20][CH2:21]2)[CH2:12][CH2:13]1. Reactants: Cc1cc2c(cc1C(F)(F)F)N(CC1CCN(C(=O)OC(C)(C)C)CC1)CCCC2N(Cc1cc(C(F)(F)F)cc(C(F)(F)F)c1)c1nnn(C)n1, ClCCl, O, O=C(O)C(F)(F)F. The product is Cc1cc2c(cc1C(F)(F)F)N(CC1CCNCC1)CCCC2N(Cc1cc(C(F)(F)F)cc(C(F)(F)F)c1)c1nnn(C)n1. Starting materials: C(C=C)OC1=CC=C(C=C1)C=1NC2=C(C=NC=C2)N1 (2-(p-Allyloxyphenyl)imidazo(4,5-c)pyridine), C(\C=C\C(=O)[O-])(=O)[O-] (fumarate). Product: C(C=C)OC=1C=C(C=CC1)C=1NC2=C(C=NC=C2)N1 (2-(m-Allyloxyphenyl)imidazo(4,5-c)pyridine). RXN SMILES: C(O[C:5]1[CH:10]=[CH:9][C:8]([C:11]2[NH:12][C:13]3[CH:18]=[CH:17][N:16]=[CH:15][C:14]=3[N:19]=2)=[CH:7][CH:6]=1)C=C.C([O-])(=O)/[CH:21]=[CH:22]/[C:23]([O-])=[O:24]>>[CH2:23]([O:24][C:10]1[CH:9]=[C:8]([C:11]2[NH:12][C:13]3[CH:18]=[CH:17][N:16]=[CH:15][C:14]=3[N:19]=2)[CH:7]=[CH:6][CH:5]=1)[CH:22]=[CH2:21]. Procedure details: 2-(p-Allyloxyphenyl)imidazo(4,5-c)pyridine, fumarate, m.p. 215°.